This data is from the Open Reaction Database (ORD), a public repository of structured organic reaction records. The task is: describe an organic reaction: reactants, conditions, products, and yield The reactants are C(C)OC(CCCN1CCN(CCN(CC1)CC(=O)OC(C)(C)C)CC(=O)OC(C)(C)C)=O (4,7-bis(tert-butoxycarbonylmethyl)-1,4,7-triazonane-1-butyric acid ethyl ester), [Li+].[OH-] (LiOH). Solvent: C(C)O (ethanol). The product is C(=O)(O)CN1CCN(CCN(CC1)CC(=O)O)CCCC(=O)O (4,7-bis(carboxymethyl)-1,4,7-triazonane-1-butyric acid). Reaction SMILES: C([O:3][C:4](=[O:33])[CH2:5][CH2:6][CH2:7][N:8]1[CH2:16][CH2:15][N:14]([CH2:17][C:18]([O:20]C(C)(C)C)=[O:19])[CH2:13][CH2:12][N:11]([CH2:25][C:26]([O:28]C(C)(C)C)=[O:27])[CH2:10][CH2:9]1)C.[Li+].[OH-]>C(O)C>[C:18]([CH2:17][N:14]1[CH2:13][CH2:12][N:11]([CH2:25][C:26]([OH:28])=[O:27])[CH2:10][CH2:9][N:8]([CH2:7][CH2:6][CH2:5][C:4]([OH:33])=[O:3])[CH2:16][CH2:15]1)([OH:20])=[O:19] |f:1.2|. Procedure: The ethanol liquid (0.5 mL) of the 4,7-bis(tert-butoxycarbonylmethyl)-1,4,7-triazonane-1-butyric acid ethyl ester (0.025 g, 0.0529 mmol) prepared at Step 1 was added with LiOH (0.0038 g, 0.159 mmol), followed by reaction at 50° C. for 24 hr. After confirming completion of the hydrolysis with ESI-mass, the reacted mixture was filtered through the Whatman syringe filter (0.45 μm) and dried under reduced pressure. The product was separated with RP-HPLC (10 mM HCl/EtOH; concentration increase from 0... Reaction conditions: time 1 hour. Yields the product BrC1=CC=C2C(=NN(C2=C1)C1CCCCC1)CC (6-bromo-1-cyclohexyl-3ethyl-1H-indazole). Procedure details: To 6-bromo-1-cyclohexyl-3-ethyl-1H-indazole hydrobromide (0.890 g, 2.30 mmol) was added 1N aqueous sodium hydroxide (20 mL) and toluene (20 mL). The biphasic mixture was stirred for one hour and the layers separated. The aqueous layer was reextracted with toluene (10 mL), and the organic extracts were combined, dried over magnesium sulfate, and concentrated to provide 6-bromo-1-cyclohexyl-3ethyl-1H-indazole (0.660 g, 94% yield). 1H NMR (400 MHz, CDCl3) δ 1.35 (t, 3, J=7.7), 1.39-2.06 (m, 10), 2.... Starting materials: Br.BrC1=CC=C2C(=NN(C2=C1)C1CCCCC1)CC (6-bromo-1-cyclohexyl-3-ethyl-1H-indazole hydrobromide), [OH-].[Na+] (sodium hydroxide). Isolated yield 93.4%. Run in C1(=CC=CC=C1)C (toluene). Reaction SMILES: Br.[Br:2][C:3]1[CH:11]=[C:10]2[C:6]([C:7]([CH2:18][CH3:19])=[N:8][N:9]2[CH:12]2[CH2:17][CH2:16][CH2:15][CH2:14][CH2:13]2)=[CH:5][CH:4]=1.[OH-].[Na+]>C1(C)C=CC=CC=1>[Br:2][C:3]1[CH:11]=[C:10]2[C:6]([C:7]([CH2:18][CH3:19])=[N:8][N:9]2[CH:12]2[CH2:17][CH2:16][CH2:15][CH2:14][CH2:13]2)=[CH:5][CH:4]=1 |f:0.1,2.3|. The reactants are COC1=CC=C(C=C1)N1C(=NC2=CC(=CC=C2C1=O)C)C(C)NC (3-(4-methoxyphenyl)-7-methyl-2-(1-methylaminoethyl)-3H-quinazolin-4-one), C(C)(C)(C)C1=CC=C(C=C1)S(=O)(=O)Cl (4-tert-butylbenzenesulfonyl chloride). The product is C(C)(C)(C)C1=CC=C(C=C1)S(=O)(=O)N(C)C(C)C1=NC2=CC(=CC=C2C(N1C1=CC=C(C=C1)OC)=O)C (4-tert-butyl-N-{1-[3-(4-methoxyphenyl)-7-methyl-4-oxo-3,4-dihydroquinazolin-2-yl]ethyl}-N-methylbenzenesulfonamide). Reaction SMILES: [CH3:1][O:2][C:3]1[CH:8]=[CH:7][C:6]([N:9]2[C:18](=[O:19])[C:17]3[C:12](=[CH:13][C:14]([CH3:20])=[CH:15][CH:16]=3)[N:11]=[C:10]2[CH:21]([NH:23][CH3:24])[CH3:22])=[CH:5][CH:4]=1.[C:25]([C:29]1[CH:34]=[CH:33][C:32]([S:35](Cl)(=[O:37])=[O:36])=[CH:31][CH:30]=1)([CH3:28])([CH3:27])[CH3:26]>>[C:25]([C:29]1[CH:34]=[CH:33][C:32]([S:35]([N:23]([CH:21]([C:10]2[N:9]([C:6]3[CH:5]=[CH:4][C:3]([O:2][CH3:1])=[CH:8][CH:7]=3)[C:18](=[O:19])[C:17]3[C:12](=[CH:13][C:14]([CH3:20])=[CH:15][CH:16]=3)[N:11]=2)[CH3:22])[CH3:24])(=[O:37])=[O:36])=[CH:31][CH:30]=1)([CH3:28])([CH3:26])[CH3:27]. Procedure details: In a similar manner as described above in Paragraph A, 3-(4-methoxyphenyl)-7-methyl-2-(1-methylaminoethyl)-3H-quinazolin-4-one, as prepared above in Example 5, was condensed with 4-tert-butylbenzenesulfonyl chloride to yield 4-tert-butyl-N-{1-[3-(4-methoxyphenyl)-7-methyl-4-oxo-3,4-dihydroquinazolin-2-yl]ethyl}-N-methylbenzenesulfonamide; MS (ESI) 520 (MH+).